This data is from the Open Reaction Database (ORD), a public repository of structured organic reaction records. The task is: describe an organic reaction: reactants, conditions, products, and yield The reactants are CC=1N=C2N(C=C(C=C2)C2(C(CCCC2)=O)C(NC)=S)C1 (1-(2-methylimidazo[1,2-a ]pyridin-6-yl)-N-methyl-2-oxocyclohexanecarbothioamide), [BH4-].[Na+] (sodium borohydride), O (water). Solvent: CO (methanol). Conditions: time 1 hour. The product is OC1C(CCCC1)(C(NC)=S)C=1C=CC=2N(C1)C=C(N2)C (2-Hydroxy-N-methyl-1-(2-methylimidazo[1,2-a]pyridin-6-yl)cyclohexanecarbothioamide). Yield: 40.7%. As a reaction SMILES: [CH3:1][C:2]1[N:3]=[C:4]2[CH:9]=[CH:8][C:7]([C:10]3([C:17](=[S:20])[NH:18][CH3:19])[CH2:15][CH2:14][CH2:13][CH2:12][C:11]3=[O:16])=[CH:6][N:5]2[CH:21]=1.[BH4-].[Na+].O>CO>[OH:16][CH:11]1[CH2:12][CH2:13][CH2:14][CH2:15][C:10]1([C:7]1[CH:8]=[CH:9][C:4]2[N:5]([CH:21]=[C:2]([CH3:1])[N:3]=2)[CH:6]=1)[C:17](=[S:20])[NH:18][CH3:19] |f:1.2|. Procedure details: 3.03 g of 1-(2-methylimidazo[1,2-a ]pyridin-6-yl)-N-methyl-2-oxocyclohexanecarbothioamide was suspended in 30 ml of methanol. The obtained suspension was cooled with ice, followed by the addition of 0.15 g of sodium borohydride. The obtained mixture was stirred for one hour, followed by the addition of 50 ml of water. The insoluble matter was recovered by filtration and recrystallized from ethanol and then from acetonitrile to give 1.24 g of the title compound (white powder) as a single diastere...